Dataset: the Open Reaction Database (ORD), a public repository of structured organic reaction records. Task: describe an organic reaction: reactants, conditions, products, and yield Reactants: O (H2O), [O-][N+]1=CC2=C(C3=CC=CC=C13)N1C(=N2)COC[C@@H]1CNC(OC(C)(C)C)=O (tert-Butyl [(11S)-5-oxido-10,11-dihydro-8H-[1,4]oxazino[4′,3′:1,2]imidazo[4,5-c]quinolin-11-yl]methylcarbamate), C1(=CC=C(C=C1)S(=O)(=O)Cl)C (p-toluenesulfonyl chloride), [NH4+].[OH-] (NH4OH). Run in C(Cl)Cl (CH2Cl2), C(Cl)Cl (CH2Cl2). Run at time 2 hour. Yields the product NC1=NC2=CC=CC=C2C2=C1N=C1N2[C@H](COC1)CNC(OC(C)(C)C)=O (tert-butyl [(11S)-6-amino-10,11-dihydro-8H-[1,4]oxazino[4′,3′:1,2]imidazo[4,5-c]quinolin-11-yl]methylcarbamate). Reaction SMILES: [O-][N+:2]1[C:11]2[C:6](=[CH:7][CH:8]=[CH:9][CH:10]=2)[C:5]2[N:12]3[C@@H:18]([CH2:19][NH:20][C:21](=[O:27])[O:22][C:23]([CH3:26])([CH3:25])[CH3:24])[CH2:17][O:16][CH2:15][C:13]3=[N:14][C:4]=2[CH:3]=1.[NH4+:28].[OH-].C1(C)C=CC(S(Cl)(=O)=O)=CC=1.O>C(Cl)Cl>[NH2:28][C:3]1[C:4]2[N:14]=[C:13]3[CH2:15][O:16][CH2:17][C@H:18]([CH2:19][NH:20][C:21](=[O:27])[O:22][C:23]([CH3:26])([CH3:25])[CH3:24])[N:12]3[C:5]=2[C:6]2[C:11](=[CH:10][CH:9]=[CH:8][CH:7]=2)[N:2]=1 |f:1.2|. Procedure details: tert-Butyl [(11S)-5-oxido-10,11-dihydro-8H-[1,4]oxazino[4′,3′:1,2]imidazo[4,5-c]quinolin-11-yl]methylcarbamate (1.69 g, 4.57 mmol) was dissolved in 20 mL of CH2Cl2 and treated with 2 mL of concentrated NH4OH solution. The mixture was stirred rapidly and then p-toluenesulfonyl chloride (958 mg, 5.02 mmol) was carefully added. Rapid stirring was continued for 2 hours. The reaction mixture was treated with 25 mL of CH2Cl2 and 25 mL of H2O. The layers were separated and the organic portion was washe... Product: OC1=C2C(C=C(OC2=C(C(=C1O)O)CN1CCC(CC1)O)C1=CC=CC=C1)=O (5,6,7-trihydroxy-8-((4-hydroxypiperidin-1-yl)methyl)-2-phenyl-4H-chromen-4-one). Starting materials: C=1C=CC(=CC1)C2=CC(=O)C=3C(=CC(=C(C3O)O)O)O2 (Baicalein), C=O (formaldehyde), OC1CCNCC1 (4-hydroxy-piperidine). Reaction conditions: temperature 51 celsius, time 4 hour. As a reaction SMILES: [CH:1]1[CH:2]=[CH:3][C:4]([C:7]2[O:20][C:12]3=[CH:13][C:14]([OH:19])=[C:15]([OH:18])[C:16]([OH:17])=[C:11]3[C:9](=[O:10])[CH:8]=2)=[CH:5][CH:6]=1.[CH2:21]=O.[OH:23][CH:24]1[CH2:29][CH2:28][NH:27][CH2:26][CH2:25]1>CO>[OH:17][C:16]1[C:15]([OH:18])=[C:14]([OH:19])[C:13]([CH2:21][N:27]2[CH2:28][CH2:29][CH:24]([OH:23])[CH2:25][CH2:26]2)=[C:12]2[C:11]=1[C:9](=[O:10])[CH:8]=[C:7]([C:4]1[CH:3]=[CH:2][CH:1]=[CH:6][CH:5]=1)[O:20]2. Procedure: The mixture of Baicalein (27 g), methanol (350 ml), 37% formaldehyde solution (8.04 ml), 4-hydroxy-piperidine (10.2 g) was stirred under for 4 hours at 51° C., then precipitates were removed by filtration and washed several times with methanol, after drying under reduced pressure at 55° C. to get the product as yellow solid 37.02 g of purity 99.2%. m.p.: 221° C. MS: (API-ES) m/z 384.2[M+H]+, 767.5[2M+H]+, 789.5 [2M+Na]+; 1H NMR (DMSO-d6, 400 MHz): δ 8.05˜8.07 (m, 2H, Ar-2′,6′-H), 7.58˜7.59 (m, 3... Run in CO (methanol).